Dataset: the Open Reaction Database (ORD), a public repository of structured organic reaction records. Task: describe an organic reaction: reactants, conditions, products, and yield The reactants are C(C)(C)(C)OC(=O)NCCOCCOCCN (1-(t-butyloxycarbonylamino)-3,6-dioxa-8-octanamine), C1(CCC(=O)O1)=O (succinic anhydride). Yields the product C(C)(C)(C)OC(=O)NCCOCCOCCNC(CCC(=O)O)=O (N-{2-[2-(2-tert-butoxycarbonylamino-ethoxy)-ethoxy]-ethyl}-succinamic acid). Isolated yield 98.0%. As a reaction SMILES: [C:1]([O:5][C:6]([NH:8][CH2:9][CH2:10][O:11][CH2:12][CH2:13][O:14][CH2:15][CH2:16][NH2:17])=[O:7])([CH3:4])([CH3:3])[CH3:2].[C:18]1(=[O:24])[O:23][C:21](=[O:22])[CH2:20][CH2:19]1>>[C:1]([O:5][C:6]([NH:8][CH2:9][CH2:10][O:11][CH2:12][CH2:13][O:14][CH2:15][CH2:16][NH:17][C:18](=[O:24])[CH2:19][CH2:20][C:21]([OH:23])=[O:22])=[O:7])([CH3:4])([CH3:3])[CH3:2]. Procedure details: Preparation from 1-(t-butyloxycarbonylamino)-3,6-dioxa-8-octanamine) (5 g, 20.16 mmol) and succinic anhydride (2.218 g, 22.18 mmol) gave a thick yellow oil which crystallised on standing (6.5 g, yield 98%). LCMS (Method 6): Rt 2.99 min; m/z (M+1) 349; Calcd.: 349. Reactants: CNCC(O)CO, CCO, COc1ccc([N+](=O)[O-])c(Cl)n1. Yields the product COc1ccc([N+](=O)[O-])c(CNCC(O)CO)n1. As a reaction SMILES: [CH3:13][NH:14][CH2:15][CH:16]([CH2:17][OH:18])[OH:19].[CH3:20][CH2:21][OH:22].[Cl:1][c:2]1[n:3][c:4]([O:11][CH3:12])[cH:5][cH:6][c:7]1[N+:8](=[O:9])[O-:10]>>[c:2]1([CH2:13][NH:14][CH2:15][CH:16]([CH2:17][OH:18])[OH:19])[n:3][c:4]([O:11][CH3:12])[cH:5][cH:6][c:7]1[N+:8](=[O:9])[O-:10]. The reactants are C(C)OC(NCCC=1SC=CC1)=O ((2-thiophen-2-yl-ethyl)-carbamic acid ethyl ester), O=P12OP3(=O)OP(=O)(O1)OP(=O)(O2)O3 (P2O5). Run in O=P(Cl)(Cl)Cl (POCl3). Conditions: temperature 110 celsius, time 4 hour. The product is S1C=CC=2C(NCCC21)=O (6,7-Dihydro-5H-thieno[3,2-c]pyridin-4-one). Isolated yield 33.5%. RXN SMILES: C([O:3][C:4](=O)[NH:5][CH2:6][CH2:7][C:8]1[S:9][CH:10]=[CH:11][CH:12]=1)C.O=P12OP3(OP(OP(O3)(O1)=O)(=O)O2)=O>O=P(Cl)(Cl)Cl>[S:9]1[C:8]2[CH2:7][CH2:6][NH:5][C:4](=[O:3])[C:12]=2[CH:11]=[CH:10]1. Procedure details: Using an analogous procedure and workup as described in Example 1, step 4, (2-thiophen-2-yl-ethyl)-carbamic acid ethyl ester (I-7c: 800 mg, 3.50887 mmol) in POCl3 (10 mL) was reacted with P2O5 (996 mg, 7.0175 mmol). The resulting mixture was stirred at 110° C. for 4 hours to afford the crude product. Purification by column chromatography on silica gel (2% methanol in CHCl3) afforded 180 mg of the product (33.5% yield). Reactants: C(=O)([O-])[O-].[K+].[K+] (K2CO3), N1=CC=NC=2C(=CC=CC12)O (quinoxalin-5-ol), IC (iodomethane). Run in CN(C)C=O (DMF). Conditions: temperature 50 celsius. The product is COC1=C2N=CC=NC2=CC=C1 (5-methoxyquinoxaline). As a reaction SMILES: [N:1]1[C:10]2[CH:9]=[CH:8][CH:7]=[C:6]([OH:11])[C:5]=2[N:4]=[CH:3][CH:2]=1.[C:12]([O-])([O-])=O.[K+].[K+].IC>CN(C=O)C>[CH3:12][O:11][C:6]1[CH:7]=[CH:8][CH:9]=[C:10]2[C:5]=1[N:4]=[CH:3][CH:2]=[N:1]2 |f:1.2.3|. Procedure details: To quinoxalin-5-ol (0.43 g) dissolved in DMF (6 ml) was added K2CO3 (2.5 eq.) and KI (0.2 eq.). To this mixture was then added dropwise iodomethane (1.2 eq.). The resulting mixture then heated to 50° C. overnight. The reaction mixture was subsequently partitioned between satd. NaHCO3 and EtOAc, the EtOAc layer backwashed with water and brine, dried over Na2SO4, and concentrated to dryness under vacuum. The crude material was then purified by SGC (MeOH:DCM) affording 5-methoxyquinoxaline. MS (ESI... Starting materials: O=C(O)CN1CCC(C(=O)Nc2ccc(O)c(Cl)c2)C1, Cl, CN(C)C=O, On1nnc2ccccc21, c1cnc(-c2ccc(N3CC4CC3CN4)cc2)nc1. The product is O=C(Nc1ccc(O)c(Cl)c1)C1CCN(CC(=O)N2CC3CC2CN3c2ccc(-c3ncccn3)cc2)C1. RXN SMILES: [Cl:1][c:2]1[cH:3][c:4]([NH:9][C:10](=[O:11])[CH:12]2[CH2:13][N:14]([CH2:17][C:18](=[O:19])[OH:20])[CH2:15][CH2:16]2)[cH:5][cH:6][c:7]1[OH:8].[ClH:31].[O:51]=[CH:52][N:53]([CH3:54])[CH3:55].[OH:21][n:22]1[c:23]2[c:24]([cH:25][cH:26][cH:27][cH:28]2)[n:29][n:30]1.[n:32]1[c:33](-[c:38]2[cH:39][cH:40][c:41]([N:44]3[CH:45]4[CH2:46][NH:47][CH:48]([CH2:49]3)[CH2:50]4)[cH:42][cH:43]2)[n:34][cH:35][cH:36][cH:37]1>>[Cl:1][c:2]1[cH:3][c:4]([NH:9][C:10](=[O:11])[CH:12]2[CH2:13][N:14]([CH2:17][C:18](=[O:20])[N:47]3[CH2:46][CH:45]4[N:44]([c:41]5[cH:40][cH:39][c:38](-[c:33]6[n:32][cH:37][cH:36][cH:35][n:34]6)[cH:43][cH:42]5)[CH2:49][CH:48]3[CH2:50]4)[CH2:15][CH2:16]2)[cH:5][cH:6][c:7]1[OH:8]. Starting materials: CC1=C(CC#N)C(=CC(=C1)C)C (2,4,6-trimethyl-benzyl cyanide), NC1=NC=C(C(=N1)N)C=O (2,4-diamino-5-pyrimidine-carboxaldehyde), N (ammonia). Run in C (methane). Product: CC1=C(C(=CC(=C1)C)C)C1=CC2=C(N=C(N=C2)N)N=C1N (6-(2,4,6-Trimethyl-phenyl)-pyrido[2,3-d]pyrimidine-2,7-diamine). Reaction SMILES: [CH3:1][C:2]1[CH:10]=[C:9]([CH3:11])[CH:8]=[C:7]([CH3:12])[C:3]=1[CH2:4][C:5]#[N:6].[NH2:13][C:14]1[N:19]=[C:18]([NH2:20])[C:17]([CH:21]=O)=[CH:16][N:15]=1.N>C>[CH3:1][C:2]1[CH:10]=[C:9]([CH3:11])[CH:8]=[C:7]([CH3:12])[C:3]=1[C:4]1[C:5]([NH2:6])=[N:20][C:18]2[N:19]=[C:14]([NH2:13])[N:15]=[CH:16][C:17]=2[CH:21]=1. Procedure details: The title compound was prepared according to Example 1, starting from 0.915 g of 2,4,6-trimethyl-benzyl cyanide and 0.76 g of 2,4-diamino-5-pyrimidine-carboxaldehyde; mp 276°-282° C.; CIMS (1% ammonia in methane): m/z (relative intensity) 279 (MH+, 54), 280 (MH+ +1, 100). Starting materials: COC(=O)c1cccc(NC(=O)N(c2c3ccccc3nn2-c2ccc(Cl)cc2)C2CCCCC2)c1C, CCCCCCC, ClCCl, [Li+], [OH-]. The product is Cc1c(NC(=O)N(c2c3ccccc3nn2-c2ccc(Cl)cc2)C2CCCCC2)cccc1C(=O)O. As a reaction SMILES: [CH3:1][O:2][C:3]([c:4]1[c:5]([CH3:36])[c:6]([NH:10][C:11](=[O:12])[N:13]([CH:14]2[CH2:15][CH2:16][CH2:17][CH2:18][CH2:19]2)[c:20]2[n:21](-[c:29]3[cH:30][cH:31][c:32]([Cl:35])[cH:33][cH:34]3)[n:22][c:23]3[cH:24][cH:25][cH:26][cH:27][c:28]23)[cH:7][cH:8][cH:9]1)=[O:37].[CH3:43][CH2:44][CH2:45][CH2:46][CH2:47][CH2:48][CH3:49].[Cl:40][CH2:41][Cl:42].[Li+:38].[OH-:39]>>[O:2]=[C:3]([c:4]1[c:5]([CH3:36])[c:6]([NH:10][C:11](=[O:12])[N:13]([CH:14]2[CH2:15][CH2:16][CH2:17][CH2:18][CH2:19]2)[c:20]2[n:21](-[c:29]3[cH:30][cH:31][c:32]([Cl:35])[cH:33][cH:34]3)[n:22][c:23]3[cH:24][cH:25][cH:26][cH:27][c:28]23)[cH:7][cH:8][cH:9]1)[OH:37].